From a dataset of the Open Reaction Database (ORD), a public repository of structured organic reaction records. describe an organic reaction: reactants, conditions, products, and yield Starting materials: CN(C)C=O, O=C(Cl)C(=O)Cl, O=C(O)C=Cc1ccc(OC(F)F)cc1, N, C1CCOC1. Yields the product NC(=O)C=Cc1ccc(OC(F)F)cc1. RXN SMILES: [CH3:28][N:29]([CH3:30])[CH:31]=[O:32].[Cl:16][C:17]([C:18]([Cl:19])=[O:20])=[O:21].[F:1][CH:2]([O:3][c:4]1[cH:5][cH:6][c:7]([CH:10]=[CH:11][C:12](=[O:13])[OH:14])[cH:8][cH:9]1)[F:15].[NH3:22].[O:23]1[CH2:24][CH2:25][CH2:26][CH2:27]1>>[F:1][CH:2]([O:3][c:4]1[cH:5][cH:6][c:7]([CH:10]=[CH:11][C:12](=[O:13])[NH2:22])[cH:8][cH:9]1)[F:15]. Starting materials: N=1C(=CN2C1C=CC=C2)COC2=CC=C(CC1C(N(C(S1)=O)C(C1=CC=CC=C1)(C1=CC=CC=C1)C1=CC=CC=C1)=O)C=C2 (5-{4-(imidazo-[1,2-a]pyridin-2-ylmethoxy)benzyl}-3-triphenylmethyl-thiazolidine-2,4-dione). Solvent: FC(C(=O)O)(F)F (trifluoroacetic acid). Product: N=1C(=CN2C1C=CC=C2)COC2=CC=C(CC1C(NC(S1)=O)=O)C=C2 (5-{4-(Imidazo[1,2-a]pyridin-2-ylmethoxy)benzyl}-thiazolidine-2.4-dione). Yield: 45.0%. Reaction SMILES: [N:1]1[C:2]([CH2:10][O:11][C:12]2[CH:44]=[CH:43][C:15]([CH2:16][CH:17]3[S:21][C:20](=[O:22])[N:19](C(C4C=CC=CC=4)(C4C=CC=CC=4)C4C=CC=CC=4)[C:18]3=[O:42])=[CH:14][CH:13]=2)=[CH:3][N:4]2[CH:9]=[CH:8][CH:7]=[CH:6][C:5]=12>FC(F)(F)C(O)=O>[N:1]1[C:2]([CH2:10][O:11][C:12]2[CH:13]=[CH:14][C:15]([CH2:16][CH:17]3[S:21][C:20](=[O:22])[NH:19][C:18]3=[O:42])=[CH:43][CH:44]=2)=[CH:3][N:4]2[CH:9]=[CH:8][CH:7]=[CH:6][C:5]=12. Procedure details: A procedure similar to that described in Example 1 was repeated, except that 3.0 g of 5-{4-(imidazo-[1,2-a]pyridin-2-ylmethoxy)benzyl}-3-triphenylmethyl-thiazolidine-2,4-dione (prepared as described in Preparation 21) were reacted with 30 ml of trifluoroacetic acid for 1 hour. At the end of this time, the reaction mixture was freed from trifluoroacetic acid by distillation under reduced pressure. An aqueous solution of potassium carbonate and ethyl acetate were added to the residue, and the resu... Reactants: CN1CC(OCC1)CO ((4-Methyl-morpholin-2-yl)-methanol), CCN(C(C)C)C(C)C (DIPEA), Cl (HCl), CCOCC (Et2O), Cl.Cl.ClC1=CC=C(C=C1)N1CCNCC1 (1-(4-chlorophenyl)-piperazine dihydrochloride), ClC(=O)OC1=CC=C(C=C1)[N+](=O)[O-] (p-nitrophenyl chloroformate). Run in C(Cl)Cl (DCM). Reaction conditions: temperature 0 celsius, time 2 hour. Product: Cl.Cl.ClC1=CC=C(C=C1)N1CCN(CC1)C(=O)OCC1CN(CCO1)C ((4-methylmorpholin-2-yl)methyl 4-(4-chlorophenyl)piperazine-1-carboxylate dihydrochloride salt). Yield: 119.5%. RXN SMILES: [CH3:1][N:2]1[CH2:7][CH2:6][O:5][CH:4]([CH2:8][OH:9])[CH2:3]1.CCN(C(C)C)C(C)C.[Cl:19][C:20](OC1C=CC([N+]([O-])=O)=CC=1)=[O:21].Cl.Cl.[Cl:34][C:35]1[CH:40]=[CH:39][C:38]([N:41]2[CH2:46][CH2:45][NH:44][CH2:43][CH2:42]2)=[CH:37][CH:36]=1.Cl.CCOCC>C(Cl)Cl>[ClH:19].[ClH:34].[Cl:34][C:35]1[CH:36]=[CH:37][C:38]([N:41]2[CH2:46][CH2:45][N:44]([C:20]([O:9][CH2:8][CH:4]3[O:5][CH2:6][CH2:7][N:2]([CH3:1])[CH2:3]3)=[O:21])[CH2:43][CH2:42]2)=[CH:39][CH:40]=1 |f:3.4.5,9.10.11|. Procedure: (4-Methyl-morpholin-2-yl)-methanol (1.05 g, 8.0 mmol) and DIPEA (2.79 ml, 16.0 mmol were dissolved in DCM (80 mL) and the reaction mixture was cooled to 0° C. and p-nitrophenyl chloroformate (3.23 g, 16.0 mmol) was added. The reaction mixture was allowed to warm to room temperature and stirred for 2 h. The reaction mixture was divided into 4 batches and concentrated in vacuo. One portion was dissolved in DMF (20 mL) and 1-(4-chlorophenyl)-piperazine dihydrochloride (539 mg, 2 mmol) was added, an... Reactants: C(C)(C)(C)OC(=O)N1CCC(CC1)N1N=C(N=C1)COS(=O)(=O)C (4-(3-methanesulfonyloxymethyl-[1,2,4]triazol-1-yl) -piperidine-1-carboxylic acid tert-butyl ester), FC(C1=NNC=C1C(=O)OCC)(F)F (ethyl 3-(trifluoromethyl)-1H-pyrazole-4-carboxylate), CS(=O)(=O)OC1CCN(CC1)C1=NC=C(C=N1)CC (1-(5-ethylpyrimidin-2-yl)piperidin-4-yl methanesulfonate). Yields the product C(C)C=1C=NC(=NC1)N1CCC(CC1)N1N=C(C(=C1)C(=O)OCC)C(F)(F)F (ethyl 1-(1-(5-ethylpyrimidin-2-yl)piperidin-4-yl)-3-(trifluoromethyl)-1H-pyrazole-4-carboxylate), C(C)C=1C=NC(=NC1)N1CCC(CC1)N1N=CC(=C1C(F)(F)F)C(=O)OCC (ethyl 1-(1-(5-ethylpyrimidin-2-yl)piperidin-4-yl)-5-(trifluoromethyl)-1H-pyrazole-4-carboxylate). Reaction SMILES: [F:1][C:2]([F:14])([F:13])[C:3]1[C:7]([C:8]([O:10][CH2:11][CH3:12])=[O:9])=[CH:6][NH:5][N:4]=1.CS(O[CH:20]1[CH2:25][CH2:24][N:23]([C:26]2[N:31]=[CH:30][C:29]([CH2:32][CH3:33])=[CH:28][N:27]=2)[CH2:22][CH2:21]1)(=O)=O.C(OC(N1CCC(N2C=NC(COS(C)(=O)=O)=N2)CC1)=O)(C)(C)C>>[CH2:32]([C:29]1[CH:28]=[N:27][C:26]([N:23]2[CH2:24][CH2:25][CH:20]([N:5]3[CH:6]=[C:7]([C:8]([O:10][CH2:11][CH3:12])=[O:9])[C:3]([C:2]([F:1])([F:13])[F:14])=[N:4]3)[CH2:21][CH2:22]2)=[N:31][CH:30]=1)[CH3:33].[CH2:32]([C:29]1[CH:28]=[N:27][C:26]([N:23]2[CH2:24][CH2:25][CH:20]([N:4]3[C:3]([C:2]([F:1])([F:13])[F:14])=[C:7]([C:8]([O:10][CH2:11][CH3:12])=[O:9])[CH:6]=[N:5]3)[CH2:21][CH2:22]2)=[N:31][CH:30]=1)[CH3:33]. Reported procedure: The compound was synthesized using ethyl 3-(trifluoromethyl)-1H-pyrazole-4-carboxylate and 1-(5-ethylpyrimidin-2-yl)piperidin-4-yl methanesulfonate in a manner similar to that described in Intermediate 1, Step 1. The reaction afforded two regioisomers, ethyl 1-(1-(5-ethylpyrimidin-2-yl)piperidin-4-yl)-3-(trifluoromethyl)-1H-pyrazole-4-carboxylate and ethyl 1-(1-(5-ethylpyrimidin-2-yl)piperidin-4-yl)-5-(trifluoromethyl)-1H-pyrazole-4-carboxylate which were separated by flash column chromatography... Yield: 92.0%. Reaction conditions: time 4 hour. The reactants are ClC=1C(=C(/C=N/O)C=CC1)F ((E)-3-Chloro-2-fluorobenzaldehyde oxime), ClC=1C(=C(C=O)C=CC1)F (3-chloro-2-fluorobenzaldehyde), Cl.NO (hydroxylamine hydrochloride), [OH-].[Na+] (NaOH), Cl (HCl). The solvent is CCO (EtOH), O (water). As a reaction SMILES: [Cl:1][C:2]1[C:3]([F:11])=[C:4]([CH:8]=[CH:9][CH:10]=1)/[CH:5]=[N:6]/[OH:7].ClC1C(F)=[C:15]([CH:18]=[CH:19]C=1)[CH:16]=[O:17].Cl.N[OH:24].[OH-].[Na+].Cl>CCO.O>[Cl:1][C:2]1[C:3]([F:11])=[C:4]([C:5]2[C:18]([CH3:19])=[C:15]([C:16]([OH:24])=[O:17])[O:7][N:6]=2)[CH:8]=[CH:9][CH:10]=1 |f:2.3,4.5|. Procedure: (E)-3-Chloro-2-fluorobenzaldehyde oxime: To the solution of 3-chloro-2-fluorobenzaldehyde (1.3 g, 8.20 mmol) and hydroxylamine hydrochloride (0.695 g, 10.00 mmol) in EtOH (6.83 mL)/water (6.83 mL) was added 1 N NaOH (10.00 mL, 10.00 mmol). The reaction was stirred at rt for 4 h, then it was acidified to pH 6 with 1 N HCl which gave a white suspension. The reaction mixture was filtered, and the solid was rinsed with water, and air-dried to afford the desired product (1.31 g, 92%) as a white solid... Yields the product ClC=1C(=C(C=CC1)C1=NOC(=C1C)C(=O)O)F (3-(3-Chloro-2-fluorophenyl)-4-methylisoxazole-5-carboxylic acid).